Dataset: the Open Reaction Database (ORD), a public repository of structured organic reaction records. Task: describe an organic reaction: reactants, conditions, products, and yield Reactants: CC=1C=CC(=NC1)C=1C=C(C(=O)OC)C=C(C1)C=C (methyl 3-(5-methyl-2-pyridinyl)-5-vinylbenzoate), [OH-].[Na+] (sodium hydroxide), Cl (hydrogen chloride). The solvent is CO (methanol). Run at temperature 50 celsius, time 18 hour. The product is [Cl-].[Na+].[Na+].[Na+].[Cl-].[Cl-] (tri-sodium chloride), CC=1C=CC(=NC1)C=1C=C(C(=O)O)C=C(C1)C=C (3-(5-methyl-2-pyridinyl)-5-vinylbenzoic acid). RXN SMILES: [CH3:1][C:2]1[CH:3]=[CH:4][C:5]([C:8]2[CH:9]=[C:10]([CH:15]=[C:16]([CH:18]=[CH2:19])[CH:17]=2)[C:11]([O:13]C)=[O:12])=[N:6][CH:7]=1.[OH-].[Na+:21].[ClH:22]>CO>[Cl-:22].[Na+:21].[Na+:21].[Na+:21].[Cl-:22].[Cl-:22].[CH3:1][C:2]1[CH:3]=[CH:4][C:5]([C:8]2[CH:9]=[C:10]([CH:15]=[C:16]([CH:18]=[CH2:19])[CH:17]=2)[C:11]([OH:13])=[O:12])=[N:6][CH:7]=1 |f:1.2,5.6.7.8.9.10|. Procedure details: To a solution of methyl 3-(5-methyl-2-pyridinyl)-5-vinylbenzoate (1.51 g, 5.97 mmol) in methanol (20 mL) was added sodium hydroxide (1 N, 17.9 mL, 17.9 mmol). The reaction mixture was stirred at 50° C. for 18 h. The mixture was cooled to ambient temperature, and hydrogen chloride (6N, 2.98 mL, 17.9, mmol) was added. The mixture was stirred for 30 min and was concentrated to dryness to give the tri-sodium chloride adduct of the title compound (2.5 g). MS 240.1 (M+1).